This data is from the Open Reaction Database (ORD), a public repository of structured organic reaction records. The task is: describe an organic reaction: reactants, conditions, products, and yield Starting materials: CNc1sc(-c2cncc(F)c2)nc1C, S=C=NC1CC1, C1COCCO1. Yields the product Cc1nc(-c2cncc(F)c2)sc1N(C)C(=S)NC1CC1. As a reaction SMILES: [F:1][c:2]1[cH:3][c:4](-[c:8]2[s:9][c:10]([NH:14][CH3:15])[c:11]([CH3:13])[n:12]2)[cH:5][n:6][cH:7]1.[N:16](=[C:17]=[S:18])[CH:19]1[CH2:20][CH2:21]1.[O:22]1[CH2:23][CH2:24][O:25][CH2:26][CH2:27]1>>[F:1][c:2]1[cH:3][c:4](-[c:8]2[s:9][c:10]([N:14]([CH3:15])[C:17]([NH:16][CH:19]3[CH2:20][CH2:21]3)=[S:18])[c:11]([CH3:13])[n:12]2)[cH:5][n:6][cH:7]1. Starting materials: BrC(Br)(Br)Br, CCN(C(C)C)C(C)C, Cl, CCc1cc(CO)sc1-c1noc(-c2ccc(Oc3cccc(F)c3F)cc2)n1, COC(=O)C1CNC1, c1ccc(P(c2ccccc2)c2ccccc2)cc1. Yields the product CCc1cc(CN2CC(C(=O)OC)C2)sc1-c1noc(-c2ccc(Oc3cccc(F)c3F)cc2)n1. As a reaction SMILES: [C:30]([Br:31])([Br:32])([Br:33])[Br:34].[CH:63]([N:64]([CH2:65][CH3:66])[CH:67]([CH3:68])[CH3:69])([CH3:70])[CH3:71].[ClH:54].[F:1][c:2]1[c:3]([O:4][c:5]2[cH:6][cH:7][c:8](-[c:11]3[n:12][c:13](-[c:16]4[c:17]([CH2:23][CH3:24])[cH:18][c:19]([CH2:21][OH:22])[s:20]4)[n:14][o:15]3)[cH:9][cH:10]2)[cH:25][cH:26][cH:27][c:28]1[F:29].[NH:55]1[CH2:56][CH:57]([C:59](=[O:60])[O:61][CH3:62])[CH2:58]1.[c:35]1([P:36]([c:37]2[cH:38][cH:39][cH:40][cH:41][cH:42]2)[c:43]2[cH:44][cH:45][cH:46][cH:47][cH:48]2)[cH:49][cH:50][cH:51][cH:52][cH:53]1>>[F:1][c:2]1[c:3]([O:4][c:5]2[cH:6][cH:7][c:8](-[c:11]3[n:12][c:13](-[c:16]4[c:17]([CH2:23][CH3:24])[cH:18][c:19]([CH2:21][N:55]5[CH2:56][CH:57]([C:59](=[O:60])[O:61][CH3:62])[CH2:58]5)[s:20]4)[n:14][o:15]3)[cH:9][cH:10]2)[cH:25][cH:26][cH:27][c:28]1[F:29]. Reactants: NC1CCCC1, CCOC(=O)Cn1nc(-c2ccncc2)nc1-c1ccc(OC)c(Cl)c1. Yields the product COc1ccc(-c2nc(-c3ccncc3)nn2CC(=O)NC2CCCC2)cc1Cl. Reaction SMILES: [CH:27]1([NH2:32])[CH2:28][CH2:29][CH2:30][CH2:31]1.[Cl:1][c:2]1[cH:3][c:4](-[c:10]2[n:11][c:12](-[c:21]3[cH:22][cH:23][n:24][cH:25][cH:26]3)[n:13][n:14]2[CH2:15][C:16]([O:18][CH2:17][CH3:19])=[O:20])[cH:5][cH:6][c:7]1[O:8][CH3:9]>>[Cl:1][c:2]1[cH:3][c:4](-[c:10]2[n:11][c:12](-[c:21]3[cH:22][cH:23][n:24][cH:25][cH:26]3)[n:13][n:14]2[CH2:15][C:16](=[O:18])[NH:32][CH:27]2[CH2:28][CH2:29][CH2:30][CH2:31]2)[cH:5][cH:6][c:7]1[O:8][CH3:9]. The reactants are [Cl-].[Cl-].[Cl-].[Al+3] (Aluminium trichloride), CC1C(=O)OC(C1)=O (methylsuccinic anhydride), C1(=CC=CC=C1)C (toluene). Solvent: [N+](=O)([O-])C1=CC=CC=C1 (nitrobenzene). Reaction conditions: temperature 80 celsius, time 15 minute. Yields the product CC1=CC=C(C(=O)CC(C(=O)O)C)C=C1 (3-(4-methylbenzoyl)-2-methyl-propionic acid). Yield: 64.8%. Reaction SMILES: [Cl-].[Cl-].[Cl-].[Al+3].[CH3:5][CH:6]1[CH2:11][C:10](=[O:12])[O:9][C:7]1=[O:8].[C:13]1([CH3:19])[CH:18]=[CH:17][CH:16]=[CH:15][CH:14]=1>[N+](C1C=CC=CC=1)([O-])=O>[CH3:19][C:13]1[CH:18]=[CH:17][C:16]([C:10]([CH2:11][CH:6]([CH3:5])[C:7]([OH:9])=[O:8])=[O:12])=[CH:15][CH:14]=1 |f:0.1.2.3|. Procedure: Aluminium trichloride (50.7 g, 0.38 mol) is added, portionwise, over 15 min, to a solution of methylsuccinic anhydride (20 g, 0.175 mol), toluene (32.3 g, 0.35 mol) and nitrobenzene (100 ml). The reaction mixture is stirred for 3 hours and then warmed to 80° C. for half an hour. On cooling, it is quenched with water (75 ml) and then conc HCl (30 ml). The solid ppt. is filtered, dissolved in Na2CO3 solution, washed with CH2Cl2, re-acidified and the product filtered to yield 23.4 g of 3-(4-methylb... Reactants: COC(=O)C1CN(c2cc(F)c3c(c2)oc(=O)n3C(C)C)C(=O)O1, CO, N. Product: CC(C)n1c(=O)oc2cc(N3CC(C(N)=O)OC3=O)cc(F)c21. Reaction SMILES: [CH3:1][O:2][C:3](=[O:4])[CH:5]1[CH2:6][N:7]([c:11]2[cH:12][c:13]3[c:14]([n:15]([CH:19]([CH3:20])[CH3:21])[c:16](=[O:18])[o:17]3)[c:22]([F:24])[cH:23]2)[C:8](=[O:10])[O:9]1.[CH3:26][OH:27].[NH3:25]>>[O:2]=[C:3]([CH:5]1[CH2:6][N:7]([c:11]2[cH:12][c:13]3[c:14]([n:15]([CH:19]([CH3:20])[CH3:21])[c:16](=[O:18])[o:17]3)[c:22]([F:24])[cH:23]2)[C:8](=[O:10])[O:9]1)[NH2:25]. Starting materials: COc2ccc1ccccc1c2 (substrate), Cc1ccc([Zn]Br)cc1 (effective_coupling_partner). Reagents/catalysts: ItBu. Run at temperature 60 celsius, time 24 hour. Product: Cc3ccc(c2ccc1ccccc1c2)cc3. Starting materials: BrC=1C=CC(=C2C(C(=CNC12)C(=O)NC1=C(C=C(C(=C1)O)C(C)(C)C)C(C)(C)C)=O)[N+](=O)[O-] (8-bromo-N-(2,4-di-tert-butyl-5-hydroxyphenyl)-5-nitro-4-oxo-1,4-dihydroquinoline-3-carboxamide), Cl (HCl). The reagents and catalysts are [Pd] (Pd/C). Solvent: CCOC(=O)C (EtOAc). Conditions: time 8 hour. The product is NC1=C2C(C(=CNC2=CC=C1)C(=O)NC1=C(C=C(C(=C1)O)C(C)(C)C)C(C)(C)C)=O (5-amino-N-(2,4-ditert-butyl-5-hydroxy-phenyl)-4-oxo-1H-quinoline-3-carboxamide). Yield: 48.5%. As a reaction SMILES: Br[C:2]1[CH:3]=[CH:4][C:5]([N+:31]([O-])=O)=[C:6]2[C:11]=1[NH:10][CH:9]=[C:8]([C:12]([NH:14][C:15]1[CH:20]=[C:19]([OH:21])[C:18]([C:22]([CH3:25])([CH3:24])[CH3:23])=[CH:17][C:16]=1[C:26]([CH3:29])([CH3:28])[CH3:27])=[O:13])[C:7]2=[O:30].Cl>[Pd].CCOC(C)=O>[NH2:31][C:5]1[CH:4]=[CH:3][CH:2]=[C:11]2[C:6]=1[C:7](=[O:30])[C:8]([C:12]([NH:14][C:15]1[CH:20]=[C:19]([OH:21])[C:18]([C:22]([CH3:23])([CH3:24])[CH3:25])=[CH:17][C:16]=1[C:26]([CH3:29])([CH3:28])[CH3:27])=[O:13])=[CH:9][NH:10]2. Procedure details: A flask charged with 8-bromo-N-(2,4-di-tert-butyl-5-hydroxyphenyl)-5-nitro-4-oxo-1,4-dihydroquinoline-3-carboxamide (430 mg, 0.83 mmol)) and Pd/C (60 mg, 0.56 mmol) was evacuated under vacuum, followed by purging with N2. EtOAc (4 mL) and HCl (1 mL of 1 M, 1.000 mmol) were added followed by evacuating under vacuum. The reaction was stirred overnight under an atmosphere of hydrogen, filtered through a plug of celite and concentrated to get 5-amino-N-(2,4-ditert-butyl-5-hydroxy-phenyl)-4-oxo-1H-qu... Reactants: C(C)(=O)C1=CC(=C(C=C1)S(=O)(=O)N)N (4-acetyl-2-aminobenzenesulfonamide), C(C)(C)N=C=S (isopropyl isothiocyanate). Run in C(C)(=O)OCC (ethyl acetate). Yields the product C(C)(=O)C=1C=CC2=C(NC(=NS2(=O)=O)NC(C)C)C1 (6-Acetyl-3-isopropylamino-4H-1,2,4-benzothiadiazine 1,1-dioxide). As a reaction SMILES: [C:1]([C:4]1[CH:9]=[CH:8][C:7]([S:10]([NH2:13])(=[O:12])=[O:11])=[C:6]([NH2:14])[CH:5]=1)(=[O:3])[CH3:2].[CH:15]([N:18]=[C:19]=S)([CH3:17])[CH3:16]>C(OCC)(=O)C>[C:1]([C:4]1[CH:9]=[CH:8][C:7]2[S:10](=[O:11])(=[O:12])[N:13]=[C:19]([NH:18][CH:15]([CH3:17])[CH3:16])[NH:14][C:6]=2[CH:5]=1)(=[O:3])[CH3:2]. Procedure details: The title compound was prepared from 4-acetyl-2-aminobenzenesulfonamide and isopropyl isothiocyanate by a method analogous to the one described in Example 4; m.p. 305-308° C. (ethyl acetate); 1H-NMR (DMSO-d6): δ 1.19 (d, 6H, CH(CH3)2), 3.95 (m, 1H, CH(CH3)2), 7.25 (br., 1H, NH), 7.70-7.85 (m, 3H, ArH), 10.5 (br.s, 1H, NH); MS: m/e 281 (M+; 39%); (C12H15N3O3S1) calc. C, 51.23; H, 5.37; N, 14.94, found C, 51.15; H, 5.50; N, 14.69.